Dataset: the Open Reaction Database (ORD), a public repository of structured organic reaction records. Task: describe an organic reaction: reactants, conditions, products, and yield Starting materials: [BH3-]C#N, [CH3], Cl, [Na+], [Na+], ON=Cc1ccc(N2CCC3(CC2)OCCO3)cc1, [OH-], O. Yields the product ONCc1ccc(N2CCC3(CC2)OCCO3)cc1. Reaction SMILES: [C:21]([BH3-:22])#[N:23].[CH3:25].[ClH:1].[Na+:24].[Na+:27].[O:2]1[CH2:3][CH2:4][O:5][C:6]12[CH2:7][CH2:8][N:9]([c:12]1[cH:13][cH:14][c:15]([CH:16]=[N:17][OH:18])[cH:19][cH:20]1)[CH2:10][CH2:11]2.[OH-:26].[OH2:28]>>[O:2]1[CH2:3][CH2:4][O:5][C:6]12[CH2:7][CH2:8][N:9]([c:12]1[cH:13][cH:14][c:15]([CH2:16][NH:17][OH:18])[cH:19][cH:20]1)[CH2:10][CH2:11]2. Reactants: Nc1nc2ccccc2n1-c1cccc(I)c1, OCc1cscc1B(O)O. Yields the product Nc1nc2ccccc2n1-c1cccc(-c2cscc2CO)c1. RXN SMILES: [NH2:1][c:2]1[n:3][c:4]2[c:5]([n:6]1-[c:7]1[cH:8][c:9]([I:13])[cH:10][cH:11][cH:12]1)[cH:14][cH:15][cH:16][cH:17]2.[OH:18][CH2:19][c:20]1[c:21]([B:25]([OH:26])[OH:27])[cH:22][s:23][cH:24]1>>[NH2:1][c:2]1[n:3][c:4]2[c:5]([n:6]1-[c:7]1[cH:8][c:9](-[c:21]3[c:20]([CH2:19][OH:18])[cH:24][s:23][cH:22]3)[cH:10][cH:11][cH:12]1)[cH:14][cH:15][cH:16][cH:17]2. Starting materials: ClC=1C=C(C=CC1)C(CNC1=NC(=NC(=C1C1=NC2=C(N1)C=C(C=C2C)N2CCOCC2)OC)OC)O (1-(3-chloro-phenyl)-2-[2,6-dimethoxy-5-(4-methyl-6-morpholin-4-yl-1H-benzoimidazol-2-yl)-pyrimidin-4-ylamino]-ethanol). The solvent is CC(=O)O (AcOH), Cl (HCl). Run at temperature 55 celsius, time 18 hour. Yields the product ClC=1C=C(C=CC1)C(CNC1=C(C(NC(N1)=O)=O)C1=NC2=C(N1)C=C(C=C2C)N2CCOCC2)O (6-[2-(3-Chloro-phenyl)-2-hydroxy-ethylamino]-5-(4-methyl-6-morpholin-4-yl-1H-benzoimidazol-2-yl)-1H-pyrimidine-2,4-dione). Yield: 74.8%. As a reaction SMILES: [Cl:1][C:2]1[CH:3]=[C:4]([CH:8]([OH:37])[CH2:9][NH:10][C:11]2[C:16]([C:17]3[NH:21][C:20]4[CH:22]=[C:23]([N:27]5[CH2:32][CH2:31][O:30][CH2:29][CH2:28]5)[CH:24]=[C:25]([CH3:26])[C:19]=4[N:18]=3)=[C:15]([O:33]C)[N:14]=[C:13]([O:35]C)[N:12]=2)[CH:5]=[CH:6][CH:7]=1>CC(O)=O.Cl>[Cl:1][C:2]1[CH:3]=[C:4]([CH:8]([OH:37])[CH2:9][NH:10][C:11]2[NH:12][C:13](=[O:35])[NH:14][C:15](=[O:33])[C:16]=2[C:17]2[NH:21][C:20]3[CH:22]=[C:23]([N:27]4[CH2:32][CH2:31][O:30][CH2:29][CH2:28]4)[CH:24]=[C:25]([CH3:26])[C:19]=3[N:18]=2)[CH:5]=[CH:6][CH:7]=1. Procedure: A solution of 1-(3-chloro-phenyl)-2-[2,6-dimethoxy-5-(4-methyl-6-morpholin-4-yl-1H-benzoimidazol-2-yl)-pyrimidin-4-ylamino]-ethanol (0.041 g, 0.078 mmol) in a mixture of AcOH (17.4 M) and HCl (11.6 M: (1.3 mL: 1.0 mL) was stirred in a sealed tube at 55° C. for 18 hours. Then solvents were evaporated in vacuo and the crude material was purified by preparative HPLC (see method below) to give the title compound as a beige solid (29 mg, 77%), HPLC 99%. LCMS (+ESI, M+H+) m/z 497. IR (KBr, cm−1) 3420,... Starting materials: CCOP(=O)(C#N)OCC, CN(C)CCN, Cn1cc(C(=O)O)cc1-c1c2c(=O)n(C)c(=O)n(CC3CC3)c2nn1Cc1c[nH]c2ccc(Cl)cc12. Product: CN(C)CCNC(=O)c1cc(-c2c3c(=O)n(C)c(=O)n(CC4CC4)c3nn2Cc2c[nH]c3ccc(Cl)cc23)n(C)c1. As a reaction SMILES: [C:43]([P:44](=[O:45])([O:46][CH2:47][CH3:48])[O:49][CH2:50][CH3:51])#[N:52].[CH3:37][N:38]([CH2:39][CH2:40][NH2:41])[CH3:42].[Cl:1][c:2]1[cH:3][c:4]2[c:5]([CH2:11][n:12]3[n:13][c:14]4[n:15]([CH2:33][CH:34]5[CH2:35][CH2:36]5)[c:16](=[O:32])[n:17]([CH3:31])[c:18](=[O:30])[c:19]4[c:20]3-[c:21]3[cH:22][c:23]([C:27](=[O:28])[OH:29])[cH:24][n:25]3[CH3:26])[cH:6][nH:7][c:8]2[cH:9][cH:10]1>>[Cl:1][c:2]1[cH:3][c:4]2[c:5]([CH2:11][n:12]3[n:13][c:14]4[n:15]([CH2:33][CH:34]5[CH2:35][CH2:36]5)[c:16](=[O:32])[n:17]([CH3:31])[c:18](=[O:30])[c:19]4[c:20]3-[c:21]3[cH:22][c:23]([C:27](=[O:28])[NH:41][CH2:40][CH2:39][N:38]([CH3:37])[CH3:42])[cH:24][n:25]3[CH3:26])[cH:6][nH:7][c:8]2[cH:9][cH:10]1. Reactants: COC(=O)C=1C=CC=C2C1N=C(O2)C2=C(C1=CC=CC=C1C=C2)OCC2=CC=CC=C2 (2-(1-benzyloxy-naphthalen-2-yl)benzoxazole-4-carboxylic acid methyl ester), orange-yellow solid. The reagents and catalysts are [Pd] (Pd/C). Solvent: CCOC(=O)C (EtOAc). The product is COC(=O)C=1C=CC=C2C1N=C(O2)C2=C(C1=CC=CC=C1C=C2)O (2-(1-Hydroxy-naphthalen-2-yl)benzoxazole-4-carboxylic Acid Methyl Ester). Reaction SMILES: [CH3:1][O:2][C:3]([C:5]1[CH:6]=[CH:7][CH:8]=[C:9]2[O:13][C:12]([C:14]3[CH:23]=[CH:22][C:21]4[C:16](=[CH:17][CH:18]=[CH:19][CH:20]=4)[C:15]=3[O:24]CC3C=CC=CC=3)=[N:11][C:10]=12)=[O:4]>[Pd].CCOC(C)=O>[CH3:1][O:2][C:3]([C:5]1[CH:6]=[CH:7][CH:8]=[C:9]2[O:13][C:12]([C:14]3[CH:23]=[CH:22][C:21]4[C:16](=[CH:17][CH:18]=[CH:19][CH:20]=4)[C:15]=3[OH:24])=[N:11][C:10]=12)=[O:4]. Procedure details: 2-(1-benzyloxy-naphthalen-2-yl)benzoxazole-4-carboxylic acid methyl ester, EtOAc (15.4 mL). 10% Pd/C (0.041 g, 0.376 mmol), 0.5 psi of H2(g) was consumed. Yield: 0.059 g of orange-yellow solid (75%). m.p. −185-186.5° C.; 1H NMR (400 MHz, CDCl3) δ 4.10 (s, 3H), δ 7.42-7.46 (m, 2H), δ 7.57-7.62 (m, 2H), δ 7.82 (d, J=8.3 Hz, 2H), δ 8.00 (d, J=8.7 Hz, 1H), δ 8.08 (dd, J=7.8 Hz, 1 Hz, 1H), δ 8.52 (d, J=8.2 Hz, 1H); 13C NMR (100 MHz, CDCl3) δ 52.45, 103.11, 114.83, 119.42, 120.95, 122.10, 123.93, 124.... The reactants are C(CCC)OCCOCC1=CC=C(OCC2CO2)C=C1 (1-[4-(2-n-butyloxyethoxymethyl)phenoxy]-2,3-epoxypropane), NCCOC1=CC=C(C=C1)C=1CCC(NN1)=O (6-[4-(2-aminoethoxy)phenyl]-4,5-dihydro-3-(2H)-pyridazinone). Yields the product C(CCC)OCCOCC1=CC=C(OCC(CNCCOC2=CC=C(C=C2)C=2CCC(NN2)=O)O)C=C1 (6-[4-[2-[3-(4-(2-n-Butyloxyethoxy-methyl)phenoxy)-2-hydroxypropylamino]ethoxy]phenyl]-4,5-dihydro-3-(2H)-pyridazinone). Reaction SMILES: [CH2:1]([O:5][CH2:6][CH2:7][O:8][CH2:9][C:10]1[CH:20]=[CH:19][C:13]([O:14][CH2:15][CH:16]2[O:18][CH2:17]2)=[CH:12][CH:11]=1)[CH2:2][CH2:3][CH3:4].[NH2:21][CH2:22][CH2:23][O:24][C:25]1[CH:30]=[CH:29][C:28]([C:31]2[CH2:32][CH2:33][C:34](=[O:37])[NH:35][N:36]=2)=[CH:27][CH:26]=1>>[CH2:1]([O:5][CH2:6][CH2:7][O:8][CH2:9][C:10]1[CH:20]=[CH:19][C:13]([O:14][CH2:15][CH:16]([OH:18])[CH2:17][NH:21][CH2:22][CH2:23][O:24][C:25]2[CH:26]=[CH:27][C:28]([C:31]3[CH2:32][CH2:33][C:34](=[O:37])[NH:35][N:36]=3)=[CH:29][CH:30]=2)=[CH:12][CH:11]=1)[CH2:2][CH2:3][CH3:4]. Procedure: Prepared analogously to Example 1 from 1-[4-(2-n-butyloxyethoxymethyl)phenoxy]-2,3-epoxypropane and 6-[4-(2-aminoethoxy)phenyl]-4,5-dihydro-3-(2H)-pyridazinone. Starting materials: O=[N+]([O-])[O-].[O-][N+]([O-])=O.[O-][N+]([O-])=O.[O-][N+]([O-])=O.[O-][N+]([O-])=O.[O-][N+]([O-])=O.[Ce+4].[NH4+].[NH4+] (CAN), C(C)#N (acetonitrile), COC1=C2CC(CC2=C(C(=C1OC)OC)OC)CCCCCCCCO (8-(4,5,6,7-tetramethoxyindan-2-yl)octanol). Run in O (water), O (Water). Run at time 15 minute. Product: OCCCCCCCCC1CC=2C(C(=C(C(C2C1)=O)OC)OC)=O (2-(8-Hydroxyoctyl)-5,6-dimethoxyindan-4,7-dione). Yield: 26.2%. As a reaction SMILES: O=[N+]([O-])[O-].[O-][N+](=O)[O-].[O-][N+](=O)[O-].[O-][N+](=O)[O-].[O-][N+](=O)[O-].[O-][N+](=O)[O-].[Ce+4].[NH4+].[NH4+].C(#N)C.C[O:32][C:33]1[C:41]([O:42][CH3:43])=[C:40]([O:44][CH3:45])[C:39]([O:46]C)=[C:38]2[C:34]=1[CH2:35][CH:36]([CH2:48][CH2:49][CH2:50][CH2:51][CH2:52][CH2:53][CH2:54][CH2:55][OH:56])[CH2:37]2>O>[OH:56][CH2:55][CH2:54][CH2:53][CH2:52][CH2:51][CH2:50][CH2:49][CH2:48][CH:36]1[CH2:35][C:34]2[C:33](=[O:32])[C:41]([O:42][CH3:43])=[C:40]([O:44][CH3:45])[C:39](=[O:46])[C:38]=2[CH2:37]1 |f:0.1.2.3.4.5.6.7.8|. Reported procedure: A water (1.0 ml) solution of CAN (463 mg, 0.845 mmols) was dropwise added to an acetonitrile (3.0 ml) solution of 8-(4,5,6,7-tetramethoxyindan-2-yl)octanol (138 mg, 0.338 mmols) with cooling with ice and stirring was continued for 15 minutes. Water was added to the reaction mixture, which was then extracted with ethyl acetate. The organic layer was washed with a saturated aqueous sodium chloride solution, and then dried. The solvent was evaporated out in vacuo, and the resulting crude product wa...